Dataset: the Open Reaction Database (ORD), a public repository of structured organic reaction records. Task: describe an organic reaction: reactants, conditions, products, and yield Reactants: C(=O)(O)[O-].[Na+] (NaHCO3), FC(C=1C=C(C=C(C1)C(F)(F)F)[C@@H](C)N(C(=O)N1[C@H](C[C@](CC1)(NS(=O)C(C)(C)C)CC=C(C(=O)OC)O[Si](C)(C)C(C)(C)C)C1=C(C=C(C=C1)F)C)C)(F)F (Methyl 4-[(2R,4S)-1-{[{(1R)-1-[3,5-bis(trifluoromethyl)phenyl]ethyl}(methyl)amino]carbonyl}-4-{[(1,1-dimethylethyl)sulfinyl]amino}-2-(4-fluoro-2-methylphenyl)-4-piperidinyl]-2-{[(1,1-dimethylethyl)(dimethyl)silyl]oxy}-2-butenoate), FC(C=1C=C(C=C(C1)C(F)(F)F)[C@@H](C)N(C(=O)N1[C@H](C[C@](CC1)(NS(=O)C(C)(C)C)CC=C(C(=O)OC)O[Si](C)(C)C(C)(C)C)C1=C(C=C(C=C1)F)C)C)(F)F (Methyl 4-[(2R,4S)-1-{[{(1R)-1-[3,5-bis(trifluoromethyl)phenyl]ethyl}(methyl)amino]carbonyl}-4-{[(1,1-dimethylethyl)sulfinyl]amino}-2-(4-fluoro-2-methylphenyl)-4-piperidinyl]-2-{[(1,1-dimethylethyl)(dimethyl)silyl]oxy}-2-butenoate), C(C)(=O)O (Acetic acid), [F-].[Cs+] (Cesium Fluoride). Solvent: C(C)#N (Acetonitrile). Run at temperature 25 celsius, time 5 hour. Yields the product COC(C(CC[C@]1(C[C@@H](N(CC1)C(=O)N(C)[C@H](C)C1=CC(=CC(=C1)C(F)(F)F)C(F)(F)F)C1=C(C=C(C=C1)F)C)NS(=O)C(C)(C)C)=O)=O (Methyl4-[(2R,4S)-1-{[{(1R)-1-[3,5-bis(trifluoromethyl)phenyl]ethyl}(methyl)amino]carbonyl}-4-{[(1,1-dimethylethyl)sulfinyl]amino}-2-(4-fluoro-2-methylphenyl)-4-piperidinyl]-2-oxobutanoate). The yield is 67.7%. RXN SMILES: [F:1][C:2]([F:56])([F:55])[C:3]1[CH:4]=[C:5]([C@H:13]([N:15]([CH3:54])[C:16]([N:18]2[CH2:23][CH2:22][C@:21]([CH2:31][CH:32]=[C:33]([O:38][Si](C(C)(C)C)(C)C)[C:34]([O:36][CH3:37])=[O:35])([NH:24][S:25]([C:27]([CH3:30])([CH3:29])[CH3:28])=[O:26])[CH2:20][C@@H:19]2[C:46]2[CH:51]=[CH:50][C:49]([F:52])=[CH:48][C:47]=2[CH3:53])=[O:17])[CH3:14])[CH:6]=[C:7]([C:9]([F:12])([F:11])[F:10])[CH:8]=1.C(O)(=O)C.[F-].[Cs+].C([O-])(O)=O.[Na+]>C(#N)C>[CH3:37][O:36][C:34](=[O:35])[C:33](=[O:38])[CH2:32][CH2:31][C@:21]1([NH:24][S:25]([C:27]([CH3:29])([CH3:28])[CH3:30])=[O:26])[CH2:22][CH2:23][N:18]([C:16]([N:15]([C@@H:13]([C:5]2[CH:4]=[C:3]([C:2]([F:55])([F:56])[F:1])[CH:8]=[C:7]([C:9]([F:10])([F:11])[F:12])[CH:6]=2)[CH3:14])[CH3:54])=[O:17])[C@@H:19]([C:46]2[CH:51]=[CH:50][C:49]([F:52])=[CH:48][C:47]=2[CH3:53])[CH2:20]1 |f:2.3,4.5|. Reported procedure: To a solution of Methyl 4-[(2R,4S)-1-{[{(1R)-1-[3,5-bis(trifluoromethyl)phenyl]ethyl}(methyl)amino]carbonyl}-4-{[(1,1-dimethylethyl)sulfinyl]amino}-2-(4-fluoro-2-methylphenyl)-4-piperidinyl]-2-{[(1,1-dimethylethyl)(dimethyl)silyl]oxy}-2-butenoate (Intermediate 10, 184 mg, 0.220 mmol) and Acetic acid (0.025 mL, 0.439 mmol) in Acetonitrile (4 mL) was added Cesium Fluoride (107 mg, 0.703 mmol, Aldrich) and the reaction mixture was stirred at 25° C. for 5 hrs. NaHCO3 saturated solution was added ver...